This data is from the Open Reaction Database (ORD), a public repository of structured organic reaction records. The task is: describe an organic reaction: reactants, conditions, products, and yield Reactants: CC(C)(C)c1ccc(B(O)O)cc1, COC(=O)CCNC(=O)c1ccc(C(CCC(C)(C)C)Oc2ccc(Cl)nc2)cc1, COC(=O)CCCC(=O)c1ccc(C(CCC(C)(C)C)Oc2ccc(-c3ccc(C(C)(C)C)cc3)nc2)cc1, CCOC(C)=O, [F-], [K+], O, O, Cc1ccccc1. The product is COC(=O)CCNC(=O)c1ccc(C(CCC(C)(C)C)Oc2ccc(-c3ccc(C(C)(C)C)cc3)nc2)cc1. RXN SMILES: [C:31]([CH3:32])([CH3:33])([CH3:34])[c:35]1[cH:36][cH:37][c:38]([B:41]([OH:42])[OH:43])[cH:39][cH:40]1.[CH3:1][O:2][C:3]([CH2:4][CH2:5][NH:6][C:7]([c:8]1[cH:9][cH:10][c:11]([CH:14]([CH2:15][CH2:16][C:17]([CH3:18])([CH3:19])[CH3:20])[O:21][c:22]2[cH:23][n:24][c:25]([Cl:28])[cH:26][cH:27]2)[cH:12][cH:13]1)=[O:29])=[O:30].[CH3:46][O:47][C:48](=[O:49])[CH2:50][CH2:51][CH2:52][C:53]([c:54]1[cH:55][cH:56][c:57]([CH:58]([O:59][c:60]2[cH:61][n:62][c:63](-[c:64]3[cH:65][cH:66][c:67]([C:68]([CH3:69])([CH3:70])[CH3:71])[cH:72][cH:73]3)[cH:74][cH:75]2)[CH2:76][CH2:77][C:78]([CH3:79])([CH3:80])[CH3:81])[cH:82][cH:83]1)=[O:84].[CH3:93][CH2:94][O:95][C:96](=[O:97])[CH3:98].[F-:44].[K+:45].[OH2:85].[OH2:99].[c:86]1([CH3:87])[cH:88][cH:89][cH:90][cH:91][cH:92]1>>[CH3:1][O:2][C:3]([CH2:4][CH2:5][NH:6][C:7]([c:8]1[cH:9][cH:10][c:11]([CH:14]([CH2:15][CH2:16][C:17]([CH3:18])([CH3:19])[CH3:20])[O:21][c:22]2[cH:23][n:24][c:25](-[c:38]3[cH:37][cH:36][c:35]([C:31]([CH3:32])([CH3:33])[CH3:34])[cH:40][cH:39]3)[cH:26][cH:27]2)[cH:12][cH:13]1)=[O:29])=[O:30].